Dataset: the Open Reaction Database (ORD), a public repository of structured organic reaction records. Task: describe an organic reaction: reactants, conditions, products, and yield Starting materials: NC1=C(C(=O)O)C(=CC=C1)C (2-amino-6-methylbenzoic acid), C=C1CC(=O)O1 (diketene), C(C)(=O)OC(C)=O (acetic anhydride). Run in CC(=O)C (acetone). Run at time 8 hour. Yields the product CC1=CC=CC2=C1C(OC(=N2)CC(C)=O)=O (5-methyl-2-(2-oxopropyl)-4H-3,1-benzoxazin-4-one). The yield is 48.0%. RXN SMILES: [NH2:1][C:2]1[CH:10]=[CH:9][CH:8]=[C:7]([CH3:11])[C:3]=1[C:4]([OH:6])=[O:5].[CH2:12]=[C:13]1[O:17][C:15](=O)[CH2:14]1.C(OC(=O)C)(=O)C>CC(C)=O>[CH3:11][C:7]1[C:3]2[C:4](=[O:6])[O:5][C:15]([CH2:14][C:13](=[O:17])[CH3:12])=[N:1][C:2]=2[CH:10]=[CH:9][CH:8]=1. Procedure: To a solution of 2-amino-6-methylbenzoic acid (20 g, 0.132 mol) in acetone (100 mL), diketene (15.3 mL, 0.198 mol) was added dropwise at room temperature, and the mixture was stirred overnight at room temperature. The reaction solvent and excess diketene were concentrated and evaporated under reduced pressure, and tetrachloride (80 mL) were added to the residue, and subsequently acetic anhydride (27 g, 0.265 mol) was added thereto, and the mixture was heated under reflux for 3 hours. The reactio... Starting materials: Cl (hydrochloric acid), C(CS)(=O)OC (Methyl thioglycolate), C([O-])([O-])=O.[K+].[K+] (potassium carbonate), BrC1=C(C=O)C(=CC(=C1)C)Br (2,6-dibromo-4-methylbenzaldehyde). The solvent is CS(=O)C (dimethylsulfoxide). Run at temperature 120 celsius, time 7 hour. The product is BrC1=CC(=CC=2SC=CC21)C (4-bromo-6-methylbenzo[b]thiophene). As a reaction SMILES: [C:1](OC)(=O)[CH2:2][SH:3].C(=O)([O-])[O-].[K+].[K+].[Br:13][C:14]1[CH:21]=[C:20]([CH3:22])[CH:19]=[C:18](Br)[C:15]=1C=O.Cl>CS(C)=O>[Br:13][C:14]1[C:15]2[CH:18]=[CH:19][S:3][C:2]=2[CH:1]=[C:20]([CH3:22])[CH:21]=1 |f:1.2.3|. Procedure details: Methyl thioglycolate (0.060 ml) and potassium carbonate (190 mg) were added to a solution of 2,6-dibromo-4-methylbenzaldehyde (153 mg) in dimethylsulfoxide (1.7 mL), and the reaction solution was stirred at 120° C. for 7 hours. The reaction solution was neutralized with 2 M hydrochloric acid, extracted with ethyl acetate, and washed with a saturated saline solution. After drying over anhydrous sodium sulfate, the solvent was evaporated under vacuum. A 5 M aqueous sodium hydroxide solution (0.8 m... Starting materials: C(C)OC(CC1C2=C(B(O1)O)C=C(C=C2C)O)=O ((1,6-dihydroxy-4-methyl-1,3-dihydro-benzo[c][1,2]oxaborol-3-yl)-acetic acid ethyl ester), C([O-])([O-])=O.[Cs+].[Cs+] (cesium carbonate), ClC1=NC=CC(=N1)Cl (2,4-dichloropyrimidine). Solvent: CN(C)C=O (DMF). Conditions: time 24 hour. Yields the product C(C)OC(CC1C2=C(B(O1)O)C=C(C=C2C)OC2=NC(=NC=C2)Cl)=O ([6-(2-chloro-pyrimidin-4-yloxy)-1-hydroxy-4-methyl-1,3-dihydro-benzo[c][1,2]oxaborol-3-yl]-acetic acid ethyl ester). Yield: 62.7%. Reaction SMILES: [CH2:1]([O:3][C:4](=[O:18])[CH2:5][CH:6]1[O:10][B:9]([OH:11])[C:8]2[CH:12]=[C:13]([OH:17])[CH:14]=[C:15]([CH3:16])[C:7]1=2)[CH3:2].C(=O)([O-])[O-].[Cs+].[Cs+].[Cl:25][C:26]1[N:31]=[C:30](Cl)[CH:29]=[CH:28][N:27]=1>CN(C=O)C>[CH2:1]([O:3][C:4](=[O:18])[CH2:5][CH:6]1[O:10][B:9]([OH:11])[C:8]2[CH:12]=[C:13]([O:17][C:28]3[CH:29]=[CH:30][N:31]=[C:26]([Cl:25])[N:27]=3)[CH:14]=[C:15]([CH3:16])[C:7]1=2)[CH3:2] |f:1.2.3|. Procedure: A solution of (1,6-dihydroxy-4-methyl-1,3-dihydro-benzo[c][1,2]oxaborol-3-yl)-acetic acid ethyl ester (3.30 g, 13.20 mmol) in DMF (10 mL) was treated with cesium carbonate (13.30 g, 40.82 mmol) at 0° C. followed by 2,4-dichloropyrimidine (3.90 g, 26.20 mmol). The mixture was stirred at room temperature for 24 hours. The suspension was quenched with ice water, acidified with 2N HCl and extracted with ethyl acetate. The extracts were dried (Na2SO4), filtered and concentrated in vacuo. The residue ... Yields the product Cl.Cl.C(C1=CC=CC=C1)NCC1CCN(CC1)CCOC1=CC=CC=C1 (4-(N-benzylaminomethyl)-1-(2-phenoxyethyl)piperidine dihydrochloride). As a reaction SMILES: [NH2:1][CH2:2][CH:3]1[CH2:8][CH2:7][NH:6][CH2:5][CH2:4]1.[CH:9](=O)[C:10]1[CH:15]=[CH:14][CH:13]=[CH:12][CH:11]=1.C1(C)C=CC(S(O)(=O)=O)=CC=1.[C:28]1([O:34][CH2:35][CH2:36]Br)[CH:33]=[CH:32][CH:31]=[CH:30][CH:29]=1.[ClH:38]>CCOCC.C(N(CC)CC)C.O.C1(C)C=CC=CC=1>[ClH:38].[ClH:38].[CH2:9]([NH:1][CH2:2][CH:3]1[CH2:8][CH2:7][N:6]([CH2:36][CH2:35][O:34][C:28]2[CH:33]=[CH:32][CH:31]=[CH:30][CH:29]=2)[CH2:5][CH2:4]1)[C:10]1[CH:15]=[CH:14][CH:13]=[CH:12][CH:11]=1 |f:9.10.11|. Starting materials: NCC1CCNCC1 (4-aminomethylpiperidine), C(C1=CC=CC=C1)=O (benzaldehyde), C1(=CC=CC=C1)OCCBr (2-Bromoethyl phenyl ether), Cl (hydrogen chloride), C1(=CC=C(C=C1)S(=O)(=O)O)C (p-toluenesulphonic acid). Procedure details: A mixture of 4-aminomethylpiperidine (7.0 g), benzaldehyde (5.77 g), toluene (70 ml) and a catalytic amount of p-toluenesulphonic acid was boiled under reflux for 7 hours with water removal using a Dean and Stark apparatus. The mixture was cooled to ambient temperature. 2-Bromoethyl phenyl ether (12.34 g) and triethylamine (8.5 ml) were added and the mixture was boiled under reflux for 5 hours. The mixture was evaporated to dryness and the residue dissolved in absolute ethanol (100 ml). Sodium b... Solvent: O (water), C1(=CC=CC=C1)C (toluene), C(C)N(CC)CC (triethylamine), CCOCC (ether). Reactants: COC(C(CC1=CC=C(C=C1)C)Cl)=O (2-chloro-3-p-tolyl-propionic acid methyl ester), C([O-])([O-])=O.[Ca+2] (calcium carbonate), [OH-].[Na+] (sodium hydroxide), Cl (hydrochloric acid). Run in O (water), O1CCOCC1 (dioxane). Product: OC(C(=O)O)CC1=CC=C(C=C1)C (2-hydroxy-3-p-tolyl-propionic acid). As a reaction SMILES: C[O:2][C:3](=[O:14])[CH:4](Cl)[CH2:5][C:6]1[CH:11]=[CH:10][C:9]([CH3:12])=[CH:8][CH:7]=1.C(=O)([O-])[O-:16].[Ca+2].[OH-].[Na+].Cl>O.O1CCOCC1>[OH:16][CH:4]([CH2:5][C:6]1[CH:11]=[CH:10][C:9]([CH3:12])=[CH:8][CH:7]=1)[C:3]([OH:2])=[O:14] |f:1.2,3.4|. Procedure details: A mechanically stirred suspension of 2-chloro-3-p-tolyl-propionic acid methyl ester (23 g, 0.1 mol), calcium carbonate (11 g, 0.1 mol), sodium hydroxide (5.5 g, 0.11 mol), 200 ml of dioxane and 300 ml of water is heated at reflux for 16 hours. After cooling to room temperature, 1.3 l of 2 N hydrochloric acid are added and the mixture is extracted with ethyl acetate. The combined organic layer is washed with brine, dried over magnesium sulfate and evaporated to yield 2-hydroxy-3-p-tolyl-propionic... Starting materials: O=CCCCn1c(Br)c(Cc2ccc(Cl)cc2)c2ccccc21, CCOC(=O)C=P(c1ccccc1)(c1ccccc1)c1ccccc1, C1CCOC1, CCCCCC, CCOC(C)=O. Yields the product CCOC(=O)C=CCCCn1c(Br)c(Cc2ccc(Cl)cc2)c2ccccc21. As a reaction SMILES: [Br:1][c:2]1[n:3]([CH2:19][CH2:20][CH2:21][CH:22]=[O:23])[c:4]2[cH:5][cH:6][cH:7][cH:8][c:9]2[c:10]1[CH2:11][c:12]1[cH:13][cH:14][c:15]([Cl:18])[cH:16][cH:17]1.[C:24](=[O:25])([O:26][CH2:27][CH3:28])[CH:29]=[P:30]([c:31]1[cH:32][cH:33][cH:34][cH:35][cH:36]1)([c:37]1[cH:38][cH:39][cH:40][cH:41][cH:42]1)[c:43]1[cH:44][cH:45][cH:46][cH:47][cH:48]1.[CH2:49]1[O:50][CH2:51][CH2:52][CH2:53]1.[CH3:54][CH2:55][CH2:56][CH2:57][CH2:58][CH3:59].[CH3:60][CH2:61][O:62][C:63]([CH3:64])=[O:65]>>[Br:1][c:2]1[n:3]([CH2:19][CH2:20][CH2:21][CH:49]=[CH:29][C:24](=[O:25])[O:26][CH2:27][CH3:28])[c:4]2[cH:5][cH:6][cH:7][cH:8][c:9]2[c:10]1[CH2:11][c:12]1[cH:13][cH:14][c:15]([Cl:18])[cH:16][cH:17]1. Reactants: FC1=C(C=CC=C1)C1=NN(C=C1C1=CC(=NC=C1)NCC(F)(F)F)C1=NNC(C=C1)=O (3-(2-fluorophenyl)-1-(1,6-dihydro-6-oxopyridazin-3-yl)-4-[2-(2,2,2-trifluoroethyl)aminopyridin-4-yl]-1H-pyrazole), NC1=NC=CC(=C1)C=1C(=NN(C1)C1=NNC(C=C1)=O)C1=CC=CC=C1 (4-(2-aminopyridin-4-yl)-1-(1,6-dihydro-6-oxopyridazin-3-yl)-3-phenyl-1H-pyrazole). Yields the product FC1=C(C=CC=C1)C1=NN(C=C1C1=CC(=NC=C1)NCC(F)(F)F)C1=NNC(CC1)=O (3-(2-Fluorophenyl)-1-(1,4,5,6-tetrahydro-6-oxopyridazin-3-yl)-4-[2-(2,2,2-trifluoroethyl)aminopyridin-4-yl]-1H-pyrazole). Isolated yield 62.9%. RXN SMILES: [F:1][C:2]1[CH:7]=[CH:6][CH:5]=[CH:4][C:3]=1[C:8]1[C:12]([C:13]2[CH:18]=[CH:17][N:16]=[C:15]([NH:19][CH2:20][C:21]([F:24])([F:23])[F:22])[CH:14]=2)=[CH:11][N:10]([C:25]2[CH:30]=[CH:29][C:28](=[O:31])[NH:27][N:26]=2)[N:9]=1.NC1C=C(C2C(C3C=CC=CC=3)=NN(C3C=CC(=O)NN=3)C=2)C=CN=1>>[F:1][C:2]1[CH:7]=[CH:6][CH:5]=[CH:4][C:3]=1[C:8]1[C:12]([C:13]2[CH:18]=[CH:17][N:16]=[C:15]([NH:19][CH2:20][C:21]([F:24])([F:22])[F:23])[CH:14]=2)=[CH:11][N:10]([C:25]2[CH2:30][CH2:29][C:28](=[O:31])[NH:27][N:26]=2)[N:9]=1. Reported procedure: The reaction was carried out in the same manner as in Example 49 except for using 243 mg (0.57 mmol) of 3-(2-fluorophenyl)-1-(1,6-dihydro-6-oxopyridazin-3-yl)-4-[2-(2,2,2-trifluoroethyl)aminopyridin-4-yl]-1H-pyrazole obtained in Example 34-2) in place of 4-(2-aminopyridin-4-yl)-1-(1,6-dihydro-6-oxopyridazin-3-yl)-3-phenyl-1H-pyrazole to obtain 155 mg of the title compound as a beige powder. (Yield: 64%)